Dataset: the Open Reaction Database (ORD), a public repository of structured organic reaction records. Task: describe an organic reaction: reactants, conditions, products, and yield The reactants are C(C)(C)(C)OC(=O)NCC12OCCC2CN(C1)C1=C(C(=C2C(C(=CN(C2=C1F)C1CC1)C(=O)O)=O)F)F (7-(1-tert-butoxycarbonylaminomethyl-2-oxa-7-aza-bicyclo[3.3.0]oct-7-yl)-1-cyclopropyl-5,6,8-trifluoro-1,4-dihydro-4-oxo-3-quinolinecarboxylic acid), Cl (hydrochloric acid). The product is Cl.NCC12OCCC2CN(C1)C1=C(C(=C2C(C(=CN(C2=C1F)C1CC1)C(=O)O)=O)F)F (7-(1-aminomethyl-2-oxa-7-aza-bicyclo[3.3.0]-oct-7-yl)-1-cyclopropyl-5,6,8-trifluoro-1,4-dihydro-4-oxo-3-quinolinecarboxylic acid hydrochloride). RXN SMILES: C(OC([NH:8][CH2:9][C:10]12[CH2:17][N:16]([C:18]3[C:27]([F:28])=[C:26]4[C:21]([C:22](=[O:35])[C:23]([C:32]([OH:34])=[O:33])=[CH:24][N:25]4[CH:29]4[CH2:31][CH2:30]4)=[C:20]([F:36])[C:19]=3[F:37])[CH2:15][CH:14]1[CH2:13][CH2:12][O:11]2)=O)(C)(C)C.[ClH:38]>>[ClH:38].[NH2:8][CH2:9][C:10]12[CH2:17][N:16]([C:18]3[C:27]([F:28])=[C:26]4[C:21]([C:22](=[O:35])[C:23]([C:32]([OH:34])=[O:33])=[CH:24][N:25]4[CH:29]4[CH2:31][CH2:30]4)=[C:20]([F:36])[C:19]=3[F:37])[CH2:15][CH:14]1[CH2:13][CH2:12][O:11]2 |f:2.3|. Reported procedure: In an analogous manner to Example 1B, the product from step A is reacted with half-concentrated hydrochloric acid to give 7-(1-aminomethyl-2-oxa-7-aza-bicyclo[3.3.0]-oct-7-yl)-1-cyclopropyl-5,6,8-trifluoro-1,4-dihydro-4-oxo-3-quinolinecarboxylic acid hydrochloride with a melting point of 175°-177° C. (with decomposition). Starting materials: BrBr, CC(=O)O, COc1ccc(C)c(NC(C)=O)c1. Product: COc1cc(NC(C)=O)c(C)cc1Br. RXN SMILES: [Br:14][Br:15].[CH3:16][C:17](=[O:18])[OH:19].[CH3:1][O:2][c:3]1[cH:4][cH:5][c:6]([CH3:13])[c:7]([NH:9][C:10]([CH3:11])=[O:12])[cH:8]1>>[CH3:1][O:2][c:3]1[c:4]([Br:14])[cH:5][c:6]([CH3:13])[c:7]([NH:9][C:10]([CH3:11])=[O:12])[cH:8]1. Starting materials: N(CC(=O)N[C@@H](CC1=CC=CC=C1)C(=O)NCC(=O)N[C@@H](C(C)C)C(=O)NCC(=O)N[C@@H](C)C(=O)NCC(=O)N[C@@H](C(C)C)C(=O)N1[C@H](C(=O)OCC2=CC=CC=C2)CCC1)C(=O)OC(C)(C)C (Boc-Gly-Phe-Gly-Val-Gly-Ala-Gly-Val-Pro-OBzl), N([C@@H](C)C(=O)NCC(=O)O)C(=O)OC(C)(C)C (Boc-Ala-Gly-OH). The product is N(CC(=O)N[C@@H](CC1=CC=CC=C1)C(=O)NCC(=O)N[C@@H](C(C)C)C(=O)NCC(=O)N[C@@H](C)C(=O)NCC(=O)N[C@@H](C(C)C)C(=O)N1[C@H](C(=O)O)CCC1)C(=O)OC(C)(C)C (Boc-Gly-Phe-Gly-Val-Gly-Ala-Gly-Val-Pro-OH). Reaction SMILES: [NH:1]([C:62]([O:64][C:65]([CH3:68])([CH3:67])[CH3:66])=[O:63])[CH2:2][C:3]([NH:5][C@H:6]([C:14]([NH:16][CH2:17][C:18]([NH:20][C@H:21]([C:25]([NH:27][CH2:28][C:29]([NH:31][C@H:32]([C:34]([NH:36][CH2:37][C:38]([NH:40][C@H:41]([C:45]([N:47]1[CH2:61][CH2:60][CH2:59][C@H:48]1[C:49]([O:51]CC1C=CC=CC=1)=[O:50])=[O:46])[CH:42]([CH3:44])[CH3:43])=[O:39])=[O:35])[CH3:33])=[O:30])=[O:26])[CH:22]([CH3:24])[CH3:23])=[O:19])=[O:15])[CH2:7][C:8]1[CH:13]=[CH:12][CH:11]=[CH:10][CH:9]=1)=[O:4].N(C(OC(C)(C)C)=O)[C@H](C(NCC(O)=O)=O)C>>[NH:1]([C:62]([O:64][C:65]([CH3:68])([CH3:67])[CH3:66])=[O:63])[CH2:2][C:3]([NH:5][C@H:6]([C:14]([NH:16][CH2:17][C:18]([NH:20][C@H:21]([C:25]([NH:27][CH2:28][C:29]([NH:31][C@H:32]([C:34]([NH:36][CH2:37][C:38]([NH:40][C@H:41]([C:45]([N:47]1[CH2:61][CH2:60][CH2:59][C@H:48]1[C:49]([OH:51])=[O:50])=[O:46])[CH:42]([CH3:44])[CH3:43])=[O:39])=[O:35])[CH3:33])=[O:30])=[O:26])[CH:22]([CH3:24])[CH3:23])=[O:19])=[O:15])[CH2:7][C:8]1[CH:13]=[CH:12][CH:11]=[CH:10][CH:9]=1)=[O:4]. Reported procedure: The above peptide XV was hydrogenated as described for the preparation VIII to obtain the product in quantitative yield. Rf3 0.22. Anal. calcd. for C40H61N9O12:C 55.66, H 7.12, N 14.60%. Found: C 55.86, H 7.23, N 14.14%. Starting materials: Br, CC(=O)O, CC1(C)CCC(=O)c2cc(N)ccc21, [Cu]Br, [Na+], O=[N+]([O-])[O-], O, O=S(=O)(O)O. Product: CC1(C)CCC(=O)c2cc(Br)ccc21. As a reaction SMILES: [BrH:20].[CH3:26][C:27](=[O:28])[OH:29].[CH3:6][C:7]1([CH3:19])[CH2:8][CH2:9][C:10](=[O:18])[c:11]2[cH:12][c:13]([NH2:17])[cH:14][cH:15][c:16]21.[Cu:31][Br:32].[Na+:1].[O-:2][N+:3](=[O:4])[O-:5].[OH2:30].[S:21](=[O:22])(=[O:23])([OH:24])[OH:25]>>[CH3:6][C:7]1([CH3:19])[CH2:8][CH2:9][C:10](=[O:18])[c:11]2[cH:12][c:13]([Br:20])[cH:14][cH:15][c:16]21. Reactants: NaAlH2 (OC2H4OCH3)2, C(CC)[C@@H]1CC[C@H](CC1)C1=CC=C(C(=O)Cl)C=C1 (4-(trans-4'-propylcyclohexyl) benzoic acid chloride), Cl (hydrochloric acid). Solvent: C1(=CC=CC=C1)C (toluene), C1(=CC=CC=C1)C (toluene), C1(=CC=CC=C1)C (toluene). Yields the product C(CC)[C@@H]1CC[C@H](CC1)C1=CC=C(CO)C=C1 (4-(trans-4'-propylcyclohexyl) benzyl alcohol). The yield is 98.0%. Reaction SMILES: [CH2:1]([C@H:4]1[CH2:9][CH2:8][C@H:7]([C:10]2[CH:18]=[CH:17][C:13]([C:14](Cl)=[O:15])=[CH:12][CH:11]=2)[CH2:6][CH2:5]1)[CH2:2][CH3:3].Cl>C1(C)C=CC=CC=1>[CH2:1]([C@H:4]1[CH2:5][CH2:6][C@H:7]([C:10]2[CH:18]=[CH:17][C:13]([CH2:14][OH:15])=[CH:12][CH:11]=2)[CH2:8][CH2:9]1)[CH2:2][CH3:3]. Procedure: 100 cm3 of toluene was added to 170 cm3 (0.6 mol) of 70% toluene solution of NaAlH2 (OC2H4OCH3)2. 133 g (0.50 mol) of 4-(trans-4'-propylcyclohexyl) benzoic acid chloride was added drop-wise to the solution while stirring at a rate to moderately reflux the toluene solution and the mixture was stirred over a warm water bath at a temperature of 88°-90° C. for 5 hours. The solution was cooled to room temperature and 500 cm3 of concentrated hydrochloric acid diluted by twice its volume was added drop...